This data is from the Open Reaction Database (ORD), a public repository of structured organic reaction records. The task is: describe an organic reaction: reactants, conditions, products, and yield The reactants are C(C1=CC=CC=C1)N1C[C@@H](N(CC1)C(=O)OC(C)(C)C)CC(C)OC1=C(C=CC=C1)Br (tert-butyl (2S)-4-benzyl-2-[2-(2-bromophenoxy)propyl]piperazine-1-carboxylate), Cl (HCl). The solvent is ClCCl (dichloromethane). Reaction conditions: time 4 hour. The product is C(C1=CC=CC=C1)N1C[C@@H](NCC1)CC(C)OC1=C(C=CC=C1)Br ((3S)-1-benzyl-3-[2-(2-bromophenoxy)propyl]piperazine). Reaction SMILES: [CH2:1]([N:8]1[CH2:13][CH2:12][N:11](C(OC(C)(C)C)=O)[C@@H:10]([CH2:21][CH:22]([O:24][C:25]2[CH:30]=[CH:29][CH:28]=[CH:27][C:26]=2[Br:31])[CH3:23])[CH2:9]1)[C:2]1[CH:7]=[CH:6][CH:5]=[CH:4][CH:3]=1.Cl>ClCCl>[CH2:1]([N:8]1[CH2:13][CH2:12][NH:11][C@@H:10]([CH2:21][CH:22]([O:24][C:25]2[CH:30]=[CH:29][CH:28]=[CH:27][C:26]=2[Br:31])[CH3:23])[CH2:9]1)[C:2]1[CH:3]=[CH:4][CH:5]=[CH:6][CH:7]=1. Procedure details: To a solution of Example 252D in dichloromethane (3 mL) was added HCl (4 M dioxane, 4 mL). The reaction was stirred for 4 hours before the reaction solution was concentrated. NaOH (1 M 10 mL) and dichloromethane (10 mL) were added, and the organic layer collected. Purification via flash chromatography (0-30% methanol/dichloromethane) afforded the title compound. The reactants are C(C)(=O)O[BH-](OC(C)=O)OC(C)=O (triacetoxyborohydride), C(C)N1N=CC=2C1=NC(=C(C2NC2CCOCC2)CNC(=O)C2=CC(=CC(=C2)C)C(=O)NCC=2C=C(C(=CC2)F)C2=CC(=CC=C2)C=O)CC (N-{[1,6-Diethyl-4-(tetrahydro-2H-pyran-4-ylamino)-1H-pyrazolo[3,4-b]pyridin-5-yl]methyl}-N′-[(6-fluoro-3′-formyl-3-biphenylyl)methyl]-5-methyl-1,3-benzenedicarboxamide), CN1CCNCC1 (1-methylpiperazine), C(C)(=O)O (acetic acid). Run in CS(=O)C (DMSO), VX-2500, VX-2500. Product: C(C)N1N=CC=2C1=NC(=C(C2NC2CCOCC2)CNC(=O)C2=CC(=CC(=C2)C)C(=O)NCC=2C=C(C(=CC2)F)C2=CC(=CC=C2)CN2CCN(CC2)C)CC (N-{[1,6-Diethyl-4-(tetrahydro-2H-pyran-4-ylamino)-1H-pyrazolo[3,4-b]pyridin-5-yl]methyl}-N′-({6-fluoro-3′-[(4-methyl-1-piperazinyl)methyl]-3-biphenylyl}methyl)-5-methyl-1,3-benzenedicarboxamide). Isolated yield 66.2%. Reaction SMILES: [CH2:1]([N:3]1[C:7]2=[N:8][C:9]([CH2:49][CH3:50])=[C:10]([CH2:19][NH:20][C:21]([C:23]3[CH:28]=[C:27]([CH3:29])[CH:26]=[C:25]([C:30]([NH:32][CH2:33][C:34]4[CH:35]=[C:36]([C:41]5[CH:46]=[CH:45][CH:44]=[C:43]([CH:47]=O)[CH:42]=5)[C:37]([F:40])=[CH:38][CH:39]=4)=[O:31])[CH:24]=3)=[O:22])[C:11]([NH:12][CH:13]3[CH2:18][CH2:17][O:16][CH2:15][CH2:14]3)=[C:6]2[CH:5]=[N:4]1)[CH3:2].[CH3:51][N:52]1[CH2:57][CH2:56][NH:55][CH2:54][CH2:53]1.C(O)(=O)C.C(O[BH-](OC(=O)C)OC(=O)C)(=O)C>CS(C)=O>[CH2:1]([N:3]1[C:7]2=[N:8][C:9]([CH2:49][CH3:50])=[C:10]([CH2:19][NH:20][C:21]([C:23]3[CH:28]=[C:27]([CH3:29])[CH:26]=[C:25]([C:30]([NH:32][CH2:33][C:34]4[CH:35]=[C:36]([C:41]5[CH:46]=[CH:45][CH:44]=[C:43]([CH2:47][N:55]6[CH2:56][CH2:57][N:52]([CH3:51])[CH2:53][CH2:54]6)[CH:42]=5)[C:37]([F:40])=[CH:38][CH:39]=4)=[O:31])[CH:24]=3)=[O:22])[C:11]([NH:12][CH:13]3[CH2:18][CH2:17][O:16][CH2:15][CH2:14]3)=[C:6]2[CH:5]=[N:4]1)[CH3:2]. Procedure details: N-{[1,6-Diethyl-4-(tetrahydro-2H-pyran-4-ylamino)-1H-pyrazolo[3,4-b]pyridin-5-yl]methyl}-N′-[(6-fluoro-3′-formyl-3-biphenylyl)methyl]-5-methyl-1,3-benzenedicarboxamide (30 mg, 0.044 mmol), 1-methylpiperazine (44.4 mg, 0.44 mmol, 10 eq) and acetic acid (2.54 μL, 0.044 mmol, 1 eq) were dissolved in DMSO (1.5 mL). The mixture was stirred in VX-2500 Multi-Tube Vortexer for overnight at room temperature. MP-triacetoxyborohydride (133 mg, 0.310 mmol, 7 eq) was then added and the mixture was stirred ag... The reactants are COC(/C=C(/C(=O)OCC)\C)OC ((E)-ethyl 4,4-dimethoxy-2-methylbut-2-enoate). Reagents/catalysts: O=[Pt]=O (PtO2). The solvent is CCOC(=O)C (EtOAc). The product is COC(CC(C(=O)OCC)C)OC (ethyl 4,4-dimethoxy-2-methylbutanoate). Isolated yield 66.0%. Reaction SMILES: [CH3:1][O:2][CH:3]([O:12][CH3:13])/[CH:4]=[C:5](\[CH3:11])/[C:6]([O:8][CH2:9][CH3:10])=[O:7]>CCOC(C)=O.O=[Pt]=O>[CH3:1][O:2][CH:3]([O:12][CH3:13])[CH2:4][CH:5]([CH3:11])[C:6]([O:8][CH2:9][CH3:10])=[O:7]. Procedure: To a stirred solution of (E)-ethyl 4,4-dimethoxy-2-methylbut-2-enoate (1.32 g, 7.01 mmol) in EtOAc (30 mL) was added PtO2 (51 mg, 0.22 mmol). The slurry was hydrogenated over night. Filtration trough celite, concentration and purification using silica gel (CH2Cl2-Et2O 1:0 to 0:1) afforded ethyl 4,4-dimethoxy-2-methylbutanoate (0.88 g, 66%). Starting materials: CN(C)C1CCNCC1, Cc1ccccc1-c1nc(S(C)(=O)=O)nc2c1C(=O)N(Cc1cc(C(F)(F)F)cc(C(F)(F)F)c1)CCCN2. Product: Cc1ccccc1-c1nc(N2CCC(N(C)C)CC2)nc2c1C(=O)N(Cc1cc(C(F)(F)F)cc(C(F)(F)F)c1)CCCN2. RXN SMILES: [CH3:40][N:41]([CH:42]1[CH2:43][CH2:44][NH:45][CH2:46][CH2:47]1)[CH3:48].[F:1][C:2]([c:3]1[cH:4][c:5]([CH2:6][N:7]2[C:8](=[O:30])[c:9]3[c:10]([n:15][c:16]([S:26]([CH3:27])(=[O:28])=[O:29])[n:17][c:18]3-[c:19]3[c:20]([CH3:25])[cH:21][cH:22][cH:23][cH:24]3)[NH:11][CH2:12][CH2:13][CH2:14]2)[cH:31][c:32]([C:34]([F:35])([F:36])[F:37])[cH:33]1)([F:38])[F:39]>>[F:1][C:2]([c:3]1[cH:4][c:5]([CH2:6][N:7]2[C:8](=[O:30])[c:9]3[c:10]([n:15][c:16]([N:45]4[CH2:44][CH2:43][CH:42]([N:41]([CH3:40])[CH3:48])[CH2:47][CH2:46]4)[n:17][c:18]3-[c:19]3[c:20]([CH3:25])[cH:21][cH:22][cH:23][cH:24]3)[NH:11][CH2:12][CH2:13][CH2:14]2)[cH:31][c:32]([C:34]([F:35])([F:36])[F:37])[cH:33]1)([F:38])[F:39].